This data is from the Open Reaction Database (ORD), a public repository of structured organic reaction records. The task is: describe an organic reaction: reactants, conditions, products, and yield Starting materials: solution, CC=1SC(=C(N1)CCCCCCC(=O)OC)\C=C\C(CCCCC)=O (2-methyl-4-(6-carbomethoxyhexyl)-5-(3-keto-1-trans-octenyl)-thiazole), [Na] (sodium), C[C@H](CCC(=O)NCCS(=O)(=O)[O-])[C@H]1CC[C@@H]2[C@@]1([C@H](C[C@H]3[C@H]2[C@@H](C[C@H]4[C@@]3(CC[C@H](C4)O)C)O)O)C.[Na+] (taurocholic acid), C(CC(O)(C(=O)O)CC(=O)O)(=O)O (citric acid). Solvent: O (water), P(=O)([O-])([O-])[O-] (phosphate). Run at temperature 25 celsius, time 24 hour. The product is CC=1SC(=C(N1)CCCCCCC(=O)O)\C=C\C(CCCCC)=O (2-methyl-4-(6-carboxyhexyl)-5-(3-keto-1-trans-octenyl)-thiazole). The yield is 73.5%. RXN SMILES: [CH3:1][C:2]1[S:3][C:4](/[CH:17]=[CH:18]/[C:19](=[O:25])[CH2:20][CH2:21][CH2:22][CH2:23][CH3:24])=[C:5]([CH2:7][CH2:8][CH2:9][CH2:10][CH2:11][CH2:12][C:13]([O:15]C)=[O:14])[N:6]=1.[Na].C[C@@H]([C@@H]1[C@@]2(C)[C@@H](O)C[C@@H]3[C@@]4(C)CC[C@@H](O)C[C@H]4C[C@@H](O)[C@H]3[C@@H]2CC1)CCC(NCCS([O-])(=O)=O)=O.[Na+].C(O)(=O)CC(CC(O)=O)(C(O)=O)O>P([O-])([O-])([O-])=O.O>[CH3:1][C:2]1[S:3][C:4](/[CH:17]=[CH:18]/[C:19](=[O:25])[CH2:20][CH2:21][CH2:22][CH2:23][CH3:24])=[C:5]([CH2:7][CH2:8][CH2:9][CH2:10][CH2:11][CH2:12][C:13]([OH:15])=[O:14])[N:6]=1 |f:2.3,^1:25|. Procedure details: To a suspension of 912 mg of 2-methyl-4-(6-carbomethoxyhexyl)-5-(3-keto-1-trans-octenyl)-thiazole (Ia, R1 = CH3) in 20 ml of 0.2 M phosphate buffer of pH 7.5, 90 mg of the lipase enzyme specified in Example 5, 9 mg of the sodium salt of taurocholic acid nd 0.9 ml of a 10 % solution of gum arabic were added. The mixture was then shaken at 25° C in a screening shaker desk at 260 revolutions/minute and an amplitude of 2 cm for 24 hours. Then the reaction mixture was diluted with 50 ml of water, aci... Reactants: O (Water), [H-].[Na+] (sodium hydride), ICCC (1-iodopropane), [Si](C)(C)(C(C)(C)C)OCC1=NNC=N1 (3-(tert-butyldimethylsilanyloxymethyl)-1H-1,2,4-triazole), A-421210, [H-].[Na+] (sodium hydride). Run in CN(C)C=O (DMF), CN(C)C=O (DMF). Run at temperature 0 celsius, time 25 minute. The product is [Si](C)(C)(C(C)(C)C)OCC1=NC=NN1CCC (5-(tert-butyldimethylsilanyloxymethyl)-1-propyl-1H-1,2,4-triazole), [Si](C)(C)(C(C)(C)C)OCC1=NN(C=N1)CCC (3-(tert-butyldimethylsilanyloxymethyl)-1-propyl-1H-1,2,4-triazole). Yield: 31.0%. As a reaction SMILES: [H-].[Na+].I[CH2:4][CH2:5][CH3:6].[Si:7]([O:14][CH2:15][C:16]1[N:20]=[CH:19][NH:18][N:17]=1)([C:10]([CH3:13])([CH3:12])[CH3:11])([CH3:9])[CH3:8].O>CN(C=O)C>[Si:7]([O:14][CH2:15][C:16]1[N:17]([CH2:4][CH2:5][CH3:6])[N:18]=[CH:19][N:20]=1)([C:10]([CH3:13])([CH3:11])[CH3:12])([CH3:9])[CH3:8].[Si:7]([O:14][CH2:15][C:16]1[N:20]=[CH:19][N:18]([CH2:4][CH2:5][CH3:6])[N:17]=1)([C:10]([CH3:13])([CH3:11])[CH3:12])([CH3:9])[CH3:8] |f:0.1|. Reported procedure: To a stirred mixture of sodium hydride (60% dispersion in oil, 1.5 g, 37.5 mmol) and 1-iodopropane (4.4 ml, 45 mmol) in anhydrous DMF (100 ml), cooled under nitrogen to 0° C., was added dropwise over 10 min a solution of 3-(tert-butyldimethylsilanyloxymethyl)-1H-1,2,4-triazole (prepared as described in EP-A-421210) (8.0 g, 37.5 mmol) in anhydrous DMF (25 ml). The mixture was stirred under nitrogen at 0° C. for 25 min, more sodium hydride (60% dispersion in oil, 0.45 g, 11.3 mmol) was added, and ...